This data is from the Open Reaction Database (ORD), a public repository of structured organic reaction records. The task is: describe an organic reaction: reactants, conditions, products, and yield Reactants: N1=CC(=CC=C1)C=1C=C2C(=CN1)N(N=C2C=2C=C(C=NC2)N2CCC(CC2)NC(OC(C)(C)C)=O)C2OCCCC2 (tert-butyl 1-(5-(5-(pyridin-3-yl)-1-(tetrahydro-2H-pyran-2-yl)-1H-pyrazolo[3,4-c]pyridin-3-yl)pyridin-3-yl)piperidin-4-ylcarbamate), C(Cl)Cl (methylene chloride), FC(C(=O)O)(F)F (trifluoroacetic Acid). Run at time 18 hour. Product: N1=CC(=CC=C1)C=1C=C2C(=CN1)NN=C2C=2C=C(C=NC2)N2CCC(CC2)N (1-(5-(5-(pyridin-3-yl)-1H-pyrazolo[3,4-c]pyridin-3-yl)pyridin-3-yl)piperidin-4-amine). Yield: 33.0%. As a reaction SMILES: [N:1]1[CH:6]=[CH:5][CH:4]=[C:3]([C:7]2[CH:8]=[C:9]3[C:15]([C:16]4[CH:17]=[C:18]([N:22]5[CH2:27][CH2:26][CH:25]([NH:28]C(=O)OC(C)(C)C)[CH2:24][CH2:23]5)[CH:19]=[N:20][CH:21]=4)=[N:14][N:13](C4CCCCO4)[C:10]3=[CH:11][N:12]=2)[CH:2]=1.C(Cl)Cl.FC(F)(F)C(O)=O>>[N:1]1[CH:6]=[CH:5][CH:4]=[C:3]([C:7]2[CH:8]=[C:9]3[C:15]([C:16]4[CH:17]=[C:18]([N:22]5[CH2:27][CH2:26][CH:25]([NH2:28])[CH2:24][CH2:23]5)[CH:19]=[N:20][CH:21]=4)=[N:14][NH:13][C:10]3=[CH:11][N:12]=2)[CH:2]=1. Reported procedure: To a solution of tert-butyl 1-(5-(5-(pyridin-3-yl)-1-(tetrahydro-2H-pyran-2-yl)-1H-pyrazolo[3,4-c]pyridin-3-yl)pyridin-3-yl)piperidin-4-ylcarbamate in methylene chloride (1.00 mL, 15.6 mmol) was added trifluoroacetic Acid (0.3109 mL, 4.036 mmol). The reaction was stirred at RT for 18 hours. The reaction was concentrated then submitted for rHPLC (reverse phase HPLC) to give 158 (10 mg, 33% yield). ESI MS m/z=372.1 (M+1). 1H NMR (400 MHz, DMSO) δ 9.39 (s, 1H), 9.24 (s, 1H), 8.72 (s, 1H), 8.61-8.52... The reactants are CO, C[Si](C)(C)OCC1CCC(c2ccccc2)N1S(=O)(=O)c1ccc(Cl)cc1, [K+], [K+], O=C([O-])[O-]. Yields the product O=S(=O)(c1ccc(Cl)cc1)N1C(CO)CCC1c1ccccc1. Reaction SMILES: [CH3:34][OH:35].[Cl:1][c:2]1[cH:3][cH:4][c:5]([S:8](=[O:9])(=[O:10])[N:11]2[CH:12]([c:22]3[cH:23][cH:24][cH:25][cH:26][cH:27]3)[CH2:13][CH2:14][CH:15]2[CH2:16][O:17][Si:18]([CH3:19])([CH3:20])[CH3:21])[cH:6][cH:7]1.[K+:28].[K+:29].[O-:30][C:31]([O-:32])=[O:33]>>[Cl:1][c:2]1[cH:3][cH:4][c:5]([S:8](=[O:9])(=[O:10])[N:11]2[CH:12]([c:22]3[cH:23][cH:24][cH:25][cH:26][cH:27]3)[CH2:13][CH2:14][CH:15]2[CH2:16][OH:17])[cH:6][cH:7]1. Starting materials: COC1=C(C=CC(=C1)[N+](=O)[O-])C=1C=NN(C1)C (4-(2-methoxy-4-nitro-phenyl)-1-methyl-1H-pyrazole), [H][H] (hydrogen). The reagents and catalysts are [Pd] (palladium on carbon). Solvent: CO (methanol). Yields the product COC=1C=C(C=CC1C=1C=NN(C1)C)N (3-Methoxy-4-(1-methyl-1H-pyrazol-4-yl)-phenylamine). Isolated yield 100.3%. As a reaction SMILES: [CH3:1][O:2][C:3]1[CH:8]=[C:7]([N+:9]([O-])=O)[CH:6]=[CH:5][C:4]=1[C:12]1[CH:13]=[N:14][N:15]([CH3:17])[CH:16]=1.[H][H]>[Pd].CO>[CH3:1][O:2][C:3]1[CH:8]=[C:7]([NH2:9])[CH:6]=[CH:5][C:4]=1[C:12]1[CH:13]=[N:14][N:15]([CH3:17])[CH:16]=1. Procedure: A mixture of 4-(2-methoxy-4-nitro-phenyl)-1-methyl-1H-pyrazole (240 mg, 1.03 mmol) and palladium on carbon 10% (55 mg, 0.052 mmol) in methanol (15 mL) was stirred for 2 hours at under hydrogen atmosphere. The mixture was filtrated and the solvent evaporated to afford the title compound (210 mg, 100%) as a white solid. MS ISP (m/e): 204.3.0 [(M+H)+]. 1H NMR (CDCl3, 300 MHz): δ (ppm)=7.76 (s, 1H), 7.70 (s, 1H), 7.28 (d, 1H), 6.32 (d, 2H), 3.91 (s, 3H), 3.85 (s, 3H), 3.68 (s broad, 2H). Mp 129-131°... Starting materials: crude product, OC1=C2C=CNC2=CC=C1 (4-hydroxy indole), [N+](=O)([O-])C=1C=C(C=CC1)S(=O)(=O)OC[C@H]1CO1 ((R)-glycidyl 3-nitrobenzene sulfonate), [H-].[Na+] (Sodium hydride). The solvent is C(C)(=O)OCC (ethyl acetate), C(C)(=O)OCC (ethyl acetate), C(C)(=O)OCC (ethyl acetate), CCCCCCC (heptane), CN(C=O)C (dimethylformamide). Yields the product O1C(C1)COC1=C2C=CNC2=CC=C1 (4-Oxiranylmethoxy-1-H-indole). RXN SMILES: [OH:1][C:2]1[CH:10]=[CH:9][CH:8]=[C:7]2[C:3]=1[CH:4]=[CH:5][NH:6]2.[H-].[Na+].[N+](C1C=C(S(O[CH2:26][C@@H:27]2[O:29][CH2:28]2)(=O)=O)C=CC=1)([O-])=O>CN(C)C=O.C(OCC)(=O)C.CCCCCCC>[O:29]1[CH2:28][CH:27]1[CH2:26][O:1][C:2]1[CH:10]=[CH:9][CH:8]=[C:7]2[C:3]=1[CH:4]=[CH:5][NH:6]2 |f:1.2|. Reported procedure: 4-hydroxy indole (0.08 g, mmol) was dissolved in dimethylformamide (1.5 mL). Sodium hydride (0.02 g, 0.51 mmol) was slowly added to the reaction mixture followed by addition of (R)-glycidyl 3-nitrobenzene sulfonate (0.132, 0.51 mmol). A red color appeared. After 3 hour the reaction mixture was poured into a separatory funnel and ethyl acetate (100 mL) was added. The organic layer was washed 3 times with a 10% solution of sodium carbonate in water. The aqueous layers were discarded, the organic l... Starting materials: C1(=CC=CC=C1)C1=NNC(=C1C1=CC=CC=C1)S (3,4-diphenyl-1H-pyrazole-5-thiol), BrCCOC1OCCCC1 (2-(2-bromoethoxy)tetrahydro-2H-pyran), C(=O)([O-])[O-].[K+].[K+] (K2CO3). The solvent is CN(C)C=O (DMF). Reaction conditions: temperature 60 celsius, time 2 hour. The product is C1(=CC=CC=C1)C1=NNC(=C1C1=CC=CC=C1)SCCOC1OCCCC1 (3,4-Diphenyl-5-(2-(tetrahydro-2H-pyran-2-yloxy)ethylthio)-1H-pyrazole). The yield is 93.9%. As a reaction SMILES: [C:1]1([C:7]2[C:11]([C:12]3[CH:17]=[CH:16][CH:15]=[CH:14][CH:13]=3)=[C:10]([SH:18])[NH:9][N:8]=2)[CH:6]=[CH:5][CH:4]=[CH:3][CH:2]=1.Br[CH2:20][CH2:21][O:22][CH:23]1[CH2:28][CH2:27][CH2:26][CH2:25][O:24]1.C([O-])([O-])=O.[K+].[K+]>CN(C=O)C>[C:1]1([C:7]2[C:11]([C:12]3[CH:13]=[CH:14][CH:15]=[CH:16][CH:17]=3)=[C:10]([S:18][CH2:20][CH2:21][O:22][CH:23]3[CH2:28][CH2:27][CH2:26][CH2:25][O:24]3)[NH:9][N:8]=2)[CH:2]=[CH:3][CH:4]=[CH:5][CH:6]=1 |f:2.3.4|. Procedure details: To a solution of 3,4-diphenyl-1H-pyrazole-5-thiol (1.2 g, 4.76 mmol) and 2-(2-bromoethoxy)tetrahydro-2H-pyran (0.994 g, 4.76 mmol) in DMF (5 mL) was added K2CO3 (1.0 g, 7.23 mmol). The reaction was stirred at 60° C. for 2 h, cooled to room temperature, and quenched with H2O (5 mL). The mixture was extracted with EtOAc, dried over MgSO4, and concentrated. The residue was purified by silica gel column chromatography to give the title compound as a colorless oil (1.7 g). LCMS m/z=381.2 [M+H]+; 1H N...